The task is: describe an organic reaction: reactants, conditions, products, and yield. This data is from the Open Reaction Database (ORD), a public repository of structured organic reaction records. Starting materials: COc1ccc(C(=O)c2cccc(C(F)(F)F)c2)cc1, C[S-], CN(C)C=O, [Na+]. Yields the product O=C(c1ccc(O)cc1)c1cccc(C(F)(F)F)c1. As a reaction SMILES: [CH3:1][O:2][c:3]1[cH:4][cH:5][c:6]([C:9](=[O:10])[c:11]2[cH:12][c:13]([C:17]([F:18])([F:19])[F:20])[cH:14][cH:15][cH:16]2)[cH:7][cH:8]1.[CH3:21][S-:22].[CH3:24][N:25]([CH3:26])[CH:27]=[O:28].[Na+:23]>>[OH:2][c:3]1[cH:4][cH:5][c:6]([C:9](=[O:10])[c:11]2[cH:12][c:13]([C:17]([F:18])([F:19])[F:20])[cH:14][cH:15][cH:16]2)[cH:7][cH:8]1. Reactants: [Cl-].[Ca+2].[Cl-] (calcium chloride), [O-]P([O-])(=O)OP(=O)([O-])[O-].[Na+].[Na+].[Na+].[Na+] (sodium pyrophosphate), [Ca].[P] (calcium phosphorus). Product: O.O.[O-]P([O-])(=O)OP(=O)([O-])[O-].[Ca+2].[Ca+2] (calcium diphosphate dihydrate). Reaction SMILES: [Cl-].[Ca+2:2].[Cl-].[O-:4][P:5]([O:8][P:9]([O-:12])([O-:11])=[O:10])(=[O:7])[O-:6].[Na+].[Na+].[Na+].[Na+].[Ca].[P]>>[OH2:4].[OH2:4].[O-:6][P:5]([O:8][P:9]([O-:12])([O-:11])=[O:10])(=[O:4])[O-:7].[Ca+2:2].[Ca+2:2] |f:0.1.2,3.4.5.6.7,8.9,10.11.12.13.14|. Procedure details: An aqueous calcium chloride solution and an aqueous sodium pyrophosphate solution were mixed together so that the calcium/phosphorus atomic ratio became 1:1, and the mixture was allowed to stand for a whole day to form calcium diphosphate dihydrate (Ca2P2O7.2H2O) crystals, which were then filtered off. The thus prepared material was packed into a column in the same manner as in Example 1, and a mixed sample of serum albumin, lysozyme and cytochrome c was chromatographed thereon. As a result the ... The reactants are Cc1ccccc1, O=[N+]([O-])c1ccc(CO)cc1, CCOC(=O)CC(=O)CC. Yields the product CCC(=O)CC(=O)OCc1ccc([N+](=O)[O-])cc1. As a reaction SMILES: [CH3:22][c:23]1[cH:24][cH:25][cH:26][cH:27][cH:28]1.[N+:1](=[O:2])([O-:3])[c:4]1[cH:5][cH:6][c:7]([CH2:8][OH:9])[cH:10][cH:11]1.[O:12]=[C:13]([CH2:14][C:15](=[O:16])[O:17][CH2:18][CH3:19])[CH2:20][CH3:21]>>[N+:1](=[O:2])([O-:3])[c:4]1[cH:5][cH:6][c:7]([CH2:8][O:9][C:15]([CH2:14][C:13](=[O:12])[CH2:20][CH3:21])=[O:16])[cH:10][cH:11]1. Starting materials: O=[N+]([O-])CBr, CCc1ccc(C=O)cc1, C[NH2+]C, [Cl-], [F-], [K+], O, Cc1ccccc1C. Yields the product CCc1ccc(C=C(Cl)[N+](=O)[O-])cc1. Reaction SMILES: [Br:11][CH2:12][N+:13](=[O:14])[O-:15].[CH2:1]([CH3:2])[c:3]1[cH:4][cH:5][c:6]([CH:7]=[O:8])[cH:9][cH:10]1.[CH3:17][NH2+:18][CH3:19].[Cl-:16].[F-:20].[K+:21].[OH2:30].[c:22]1([CH3:23])[c:24]([CH3:25])[cH:26][cH:27][cH:28][cH:29]1>>[CH2:1]([CH3:2])[c:3]1[cH:4][cH:5][c:6]([CH:7]=[C:12]([N+:13](=[O:14])[O-:15])[Cl:16])[cH:9][cH:10]1.